This data is from the Open Reaction Database (ORD), a public repository of structured organic reaction records. The task is: describe an organic reaction: reactants, conditions, products, and yield Reactants: CC(C)(C)[Si](C)(C)OCc1cncc(C2(O)CCN(CC34CC(c5ccccc53)c3ccc(Cl)cc34)CC2)c1, CCCC[N+](CCCC)(CCCC)CCCC, [F-], C1CCOC1, O. The product is OCc1cncc(C2(O)CCN(CC34CC(c5ccccc53)c3ccc(Cl)cc34)CC2)c1. As a reaction SMILES: [C:6]([Si:7]([CH3:8])([CH3:9])[O:11][CH2:12][c:13]1[cH:14][c:15]([C:19]2([OH:42])[CH2:20][CH2:21][N:22]([CH2:25][C:26]34[c:27]5[cH:28][cH:29][cH:30][cH:31][c:32]5[CH:33]([c:34]5[cH:35][cH:36][c:37]([Cl:40])[cH:38][c:39]53)[CH2:41]4)[CH2:23][CH2:24]2)[cH:16][n:17][cH:18]1)([CH3:10])([CH3:43])[CH3:44].[CH3:46][CH2:47][CH2:48][CH2:49][N+:50]([CH2:51][CH2:52][CH2:53][CH3:54])([CH2:55][CH2:56][CH2:57][CH3:58])[CH2:59][CH2:60][CH2:61][CH3:62].[F-:45].[O:1]1[CH2:2][CH2:3][CH2:4][CH2:5]1.[OH2:63]>>[OH:11][CH2:12][c:13]1[cH:14][c:15]([C:19]2([OH:42])[CH2:20][CH2:21][N:22]([CH2:25][C:26]34[c:27]5[cH:28][cH:29][cH:30][cH:31][c:32]5[CH:33]([c:34]5[cH:35][cH:36][c:37]([Cl:40])[cH:38][c:39]53)[CH2:41]4)[CH2:23][CH2:24]2)[cH:16][n:17][cH:18]1.